Dataset: the Open Reaction Database (ORD), a public repository of structured organic reaction records. Task: describe an organic reaction: reactants, conditions, products, and yield The reactants are N(=[N+]=[N-])C[C@H](O)C1=C2C=CC(NC2=C(C=C1)OCC1=CC=CC=C1)=O ((R)-5-(2-Azido-1-hydroxyethyl)-8-(benzyloxy)quinolin-2(1H)-one), [Si](C)(C)(C(C)(C)C)OCCCCCCOC1CCN(CC1)C(=O)C=1C=C(C=CC1)S(=O)(=O)C=1C=C2C(=C(C=NC2=C(C1)C)C(=O)N)NC1=CC(=CC=C1)OC (6-((3-(4-((6-((tert-butyldimethylsilyl)oxy)hexyl)oxy)piperidine-1-carbonyl)phenyl)sulfonyl)-4-((3-methoxyphenyl)amino)-8-methylquinoline-3-carboxamide), C36H43N4O7S. The product is OCCCCCCOC1CCN(CC1)C(=O)C=1C=C(C=CC1)S(=O)(=O)C=1C=C2C(=C(C=NC2=C(C1)C)C(=O)N)NC1=CC(=CC=C1)OC (6-((3-(4-((6-hydroxyhexyl)oxy)piperidine-1-carbonyl)phenyl)sulfonyl)-4-((3-methoxyphenyl)amino)-8-methylquinoline-3-carboxamide). RXN SMILES: N(C[C@@H](C1C=CC(OCC2C=CC=CC=2)=C2C=1C=CC(=O)N2)O)=[N+]=[N-].[Si]([O:33][CH2:34][CH2:35][CH2:36][CH2:37][CH2:38][CH2:39][O:40][CH:41]1[CH2:46][CH2:45][N:44]([C:47]([C:49]2[CH:50]=[C:51]([S:55]([C:58]3[CH:59]=[C:60]4[C:65](=[C:66]([CH3:68])[CH:67]=3)[N:64]=[CH:63][C:62]([C:69]([NH2:71])=[O:70])=[C:61]4[NH:72][C:73]3[CH:78]=[CH:77][CH:76]=[C:75]([O:79][CH3:80])[CH:74]=3)(=[O:57])=[O:56])[CH:52]=[CH:53][CH:54]=2)=[O:48])[CH2:43][CH2:42]1)(C(C)(C)C)(C)C>>[OH:33][CH2:34][CH2:35][CH2:36][CH2:37][CH2:38][CH2:39][O:40][CH:41]1[CH2:46][CH2:45][N:44]([C:47]([C:49]2[CH:50]=[C:51]([S:55]([C:58]3[CH:59]=[C:60]4[C:65](=[C:66]([CH3:68])[CH:67]=3)[N:64]=[CH:63][C:62]([C:69]([NH2:71])=[O:70])=[C:61]4[NH:72][C:73]3[CH:78]=[CH:77][CH:76]=[C:75]([O:79][CH3:80])[CH:74]=3)(=[O:57])=[O:56])[CH:52]=[CH:53][CH:54]=2)=[O:48])[CH2:43][CH2:42]1. Procedure: The title compound was synthesized in a manner analogous to that described for Intermediate 5, using Intermediate 84 as a substrate. ES/MS calcd. for C36H43N4O7S+ 675.3. Found m/z=675.2 (M+H)+. Starting materials: C(C)C1=CC=C(C=C1)[C@@H]1CC[C@H](CC1)C1OCC1 (2-(trans-4-(4-ethylphenyl)cyclohexyl)oxetane), C(CCCC)(=O)OC(C)(C)C (tert-butyl pentanoate). Yields the product C(CC)C(C(=O)OC(C)(C)C)CCC([C@@H]1CC[C@H](CC1)C1=CC=C(C=C1)CC)O (tert-butyl 2-propyl-5-hydroxy-5-(trans-4-(4-ethylphenyl)cyclohexyl)pentanoate). Yield: 93.2%. RXN SMILES: [CH2:1]([C:3]1[CH:8]=[CH:7][C:6]([C@H:9]2[CH2:14][CH2:13][C@H:12]([CH:15]3[CH2:18][CH2:17][O:16]3)[CH2:11][CH2:10]2)=[CH:5][CH:4]=1)[CH3:2].[C:19]([O:25][C:26]([CH3:29])([CH3:28])[CH3:27])(=[O:24])[CH2:20][CH2:21][CH2:22][CH3:23]>>[CH2:21]([CH:20]([CH2:17][CH2:18][CH:15]([OH:16])[C@H:12]1[CH2:11][CH2:10][C@H:9]([C:6]2[CH:5]=[CH:4][C:3]([CH2:1][CH3:2])=[CH:8][CH:7]=2)[CH2:14][CH2:13]1)[C:19]([O:25][C:26]([CH3:28])([CH3:27])[CH3:29])=[O:24])[CH2:22][CH3:23]. Procedure: Reaction operations were carried out according to the first step of Example 1 by using 2-(trans-4-(4-ethylphenyl)cyclohexyl)oxetane (42) (7.5 g, 30.9 mmol) and tert-butyl pentanoate (43) (15.6 g, 98.9 mmol) as starting materials to obtain tert-butyl 2-propyl-5-hydroxy-5-(trans-4-(4-ethylphenyl)cyclohexyl)pentanoate (44) (11.6 g, 28.8 mmol). The yield based on the compound (42) was 93%. Reactants: [N+](=O)([O-])C=1C=C(C=O)C=CC1 (3-nitrobenzaldehyde), CC(C(C)=O)=NO (2,3-butanedione-2-oxime), Cl.C(C)(=O)OCC (hydrogenchloride ethyl acetate). Conditions: time 16 hour. The product is ClCC=1N=C(OC1C)C1=CC(=CC=C1)[N+](=O)[O-] (4-chloromethyl-5-methyl-2-(3-nitrophenyl)-1,3-oxazole). Yield: 8.6%. As a reaction SMILES: [N+:1]([C:4]1[CH:5]=[C:6]([CH:9]=[CH:10][CH:11]=1)[CH:7]=[O:8])([O-:3])=[O:2].[CH3:12][C:13](=[N:17]O)[C:14](=O)[CH3:15].[ClH:19].C(OCC)(=O)C>>[Cl:19][CH2:12][C:13]1[N:17]=[C:7]([C:6]2[CH:9]=[CH:10][CH:11]=[C:4]([N+:1]([O-:3])=[O:2])[CH:5]=2)[O:8][C:14]=1[CH3:15] |f:2.3|. Procedure: A mixture of 3-nitrobenzaldehyde (18.67 g), 2,3-butanedione-2-oxime (12.50 g) and 4N hydrogenchloride-ethyl acetate (400 mL) was stirred at room temperature for 16 hrs. The reaction mixture was concentrated. A mixture of the residue, tetrahydrofuran (400 mL) and thionyl chloride (13.6 mL) was heated under reflux for 2 hrs. The reaction mixture was concentrated and ethyl acetate was added to the residue. The ethyl acetate layer was washed successively with saturated aqueous sodium hydrogen carbon... Reactants: CS(=O)(=O)Nc1cc(Br)cnc1Cl, ClCCl, CN(C)C=O, C[Sn](C)(C)c1cc(N)c2cnn(S(=O)(=O)c3ccccc3)c2c1, c1ccc(P(c2ccccc2)(c2ccccc2)[Pd](P(c2ccccc2)(c2ccccc2)c2ccccc2)(P(c2ccccc2)(c2ccccc2)c2ccccc2)P(c2ccccc2)(c2ccccc2)c2ccccc2)cc1. Yields the product CS(=O)(=O)Nc1cc(-c2cc(N)c3cnn(S(=O)(=O)c4ccccc4)c3c2)cnc1Cl. Reaction SMILES: [Br:29][c:30]1[cH:31][c:32]([NH:37][S:38](=[O:39])(=[O:40])[CH3:41])[c:33]([Cl:36])[n:34][cH:35]1.[Cl:42][CH2:43][Cl:44].[O:24]=[CH:25][N:26]([CH3:27])[CH3:28].[c:1]1([S:7](=[O:8])(=[O:9])[n:10]2[n:11][cH:12][c:13]3[c:14]([NH2:23])[cH:15][c:16]([Sn:19]([CH3:20])([CH3:21])[CH3:22])[cH:17][c:18]23)[cH:2][cH:3][cH:4][cH:5][cH:6]1.[cH:45]1[cH:46][cH:47][c:48]([P:49]([Pd:50]([P:51]([c:52]2[cH:53][cH:54][cH:55][cH:56][cH:57]2)([c:58]2[cH:59][cH:60][cH:61][cH:62][cH:63]2)[c:64]2[cH:65][cH:66][cH:67][cH:68][cH:69]2)([P:70]([c:71]2[cH:72][cH:73][cH:74][cH:75][cH:76]2)([c:77]2[cH:78][cH:79][cH:80][cH:81][cH:82]2)[c:83]2[cH:84][cH:85][cH:86][cH:87][cH:88]2)[P:89]([c:90]2[cH:91][cH:92][cH:93][cH:94][cH:95]2)([c:96]2[cH:97][cH:98][cH:99][cH:100][cH:101]2)[c:102]2[cH:103][cH:104][cH:105][cH:106][cH:107]2)([c:108]2[cH:109][cH:110][cH:111][cH:112][cH:113]2)[c:114]2[cH:115][cH:116][cH:117][cH:118][cH:119]2)[cH:120][cH:121]1>>[c:1]1([S:7](=[O:8])(=[O:9])[n:10]2[n:11][cH:12][c:13]3[c:14]([NH2:23])[cH:15][c:16](-[c:30]4[cH:31][c:32]([NH:37][S:38](=[O:39])(=[O:40])[CH3:41])[c:33]([Cl:36])[n:34][cH:35]4)[cH:17][c:18]23)[cH:2][cH:3][cH:4][cH:5][cH:6]1. The reactants are CCOC(=O)c1cc(Br)ccc1Cl, C1CCOC1, CC(C)C[AlH]CC(C)C. Product: OCc1cc(Br)ccc1Cl. As a reaction SMILES: [Br:1][c:2]1[cH:3][cH:4][c:5]([Cl:13])[c:6]([C:7](=[O:8])[O:9][CH2:10][CH3:11])[cH:12]1.[CH2:23]1[O:24][CH2:25][CH2:26][CH2:27]1.[CH3:14][CH:15]([CH2:16][AlH:17][CH2:18][CH:19]([CH3:20])[CH3:21])[CH3:22]>>[Br:1][c:2]1[cH:3][cH:4][c:5]([Cl:13])[c:6]([CH2:7][OH:8])[cH:12]1. Reactants: ice water, ClC1=CC=C(C(=O)Cl)C=C1 (p-chlorobenzoyl chloride), Cl (hydrogen chloride), [Cl-].[Al+3].[Cl-].[Cl-] (aluminum chloride), CN1C=CC=C1CC#N (N-methylpyrrole-2-acetonitrile). The solvent is C(CCl)Cl (ethylene chloride), C(CCl)Cl (ethylene chloride). Conditions: temperature 21 celsius, time 1 hour. The product is ClC1=CC=C(C(=O)C2=CC=C(N2C)CC#N)C=C1 (5-(p-chlorobenzoyl)-1-methylpyrrole-2-acetonitrile). As a reaction SMILES: [Cl:1][C:2]1[CH:10]=[CH:9][C:5]([C:6](Cl)=[O:7])=[CH:4][CH:3]=1.[Cl-].[Al+3].[Cl-].[Cl-].[CH3:15][N:16]1[C:20]([CH2:21][C:22]#[N:23])=[CH:19][CH:18]=[CH:17]1.Cl>C(Cl)CCl>[Cl:1][C:2]1[CH:10]=[CH:9][C:5]([C:6]([C:17]2[N:16]([CH3:15])[C:20]([CH2:21][C:22]#[N:23])=[CH:19][CH:18]=2)=[O:7])=[CH:4][CH:3]=1 |f:1.2.3.4|. Reported procedure: An acylating solution is prepared by the slow addition of 278 g. (1.58 moles) of p-chlorobenzoyl chloride to 210 g. (1.58 moles) of aluminum chloride in 750 ml. of ethylene chloride. The resulting solution is added to a solution of 190 g. (1.58 moles) of N-methylpyrrole-2-acetonitrile in 750 ml. of ethylene chloride. The temperature is maintained at 20-22° C. during the addition; and the solution is further stirred at room temperature for one hour. The solution is then heated rapidly to 74-76° C... Reactants: O=Cc1cn(CCCCl)c(=O)c2ccc(Br)cc12, CC(=O)[O-], CS(C)=O, [Na+], O. Yields the product CC(=O)OCCCn1cc(C=O)c2cc(Br)ccc2c1=O. Reaction SMILES: [Br:1][c:2]1[cH:3][c:4]2[c:5]([CH:17]=[O:18])[cH:6][n:7]([CH2:13][CH2:14][CH2:15][Cl:16])[c:8](=[O:12])[c:9]2[cH:10][cH:11]1.[CH3:20][C:21]([O-:22])=[O:23].[CH3:24][S:25]([CH3:26])=[O:27].[Na+:19].[OH2:28]>>[Br:1][c:2]1[cH:3][c:4]2[c:5]([CH:17]=[O:18])[cH:6][n:7]([CH2:13][CH2:14][CH2:15][O:23][C:21]([CH3:20])=[O:22])[c:8](=[O:12])[c:9]2[cH:10][cH:11]1.